The task is: describe an organic reaction: reactants, conditions, products, and yield. This data is from the Open Reaction Database (ORD), a public repository of structured organic reaction records. Starting materials: C(C)(=O)NC1=CC=C(C=C1)S(=O)(=O)NC(C)(C)C (4-acetylamino-N-tert-butylbenzenesulfonamide), [OH-].[K+] (KOH), Cl (HCl). Run in CO (MeOH), O (H2O), O (H2O), O (H2O). Product: NC1=CC=C(C=C1)S(=O)(=O)NC(C)(C)C (4-Amino-N-tert-butylbenzenesulfonamide). The yield is 88.8%. As a reaction SMILES: C([NH:4][C:5]1[CH:10]=[CH:9][C:8]([S:11]([NH:14][C:15]([CH3:18])([CH3:17])[CH3:16])(=[O:13])=[O:12])=[CH:7][CH:6]=1)(=O)C.[OH-].[K+].Cl>O.CO>[NH2:4][C:5]1[CH:10]=[CH:9][C:8]([S:11]([NH:14][C:15]([CH3:18])([CH3:17])[CH3:16])(=[O:13])=[O:12])=[CH:7][CH:6]=1 |f:1.2|. Reported procedure: A solution of 4-acetylamino-N-tert-butylbenzenesulfonamide (8.0 g, 29.6 mmol), KOH (8.30 g, 148 mmol), H2O (6 mL) and MeOH (24 mL) is heated at 100° C. for 2 h. H2O (24 mL) is added and the mixture is heated for two more hours. It is allowed to cool, H2O is added and it is brought to pH 8 with 1N HCl. It is then extracted with EtOAc, dried over Na2SO4 and the solvent is removed, to give 6.0 g of the product as a white solid (yield: 89%). Reactants: CCOC(=O)CC(=O)OCC, CCO, ClC1c2ccccc2CCc2ccccc21, [Mg], C1CCOC1. Yields the product CCOC(=O)C(C(=O)OCC)C1c2ccccc2CCc2ccccc21. RXN SMILES: [C:2]([CH2:3][C:4](=[O:5])[O:6][CH2:7][CH3:8])(=[O:9])[O:10][CH2:11][CH3:12].[CH3:13][CH2:14][OH:15].[Cl:16][CH:17]1[c:18]2[c:19]([cH:28][cH:29][cH:30][cH:31]2)[CH2:20][CH2:21][c:22]2[c:23]1[cH:24][cH:25][cH:26][cH:27]2.[Mg:1].[O:32]1[CH2:33][CH2:34][CH2:35][CH2:36]1>>[C:2]([CH:3]([C:4](=[O:5])[O:6][CH2:7][CH3:8])[CH:17]1[c:18]2[c:19]([cH:28][cH:29][cH:30][cH:31]2)[CH2:20][CH2:21][c:22]2[c:23]1[cH:24][cH:25][cH:26][cH:27]2)(=[O:9])[O:10][CH2:11][CH3:12].